This data is from the Open Reaction Database (ORD), a public repository of structured organic reaction records. The task is: describe an organic reaction: reactants, conditions, products, and yield Reactants: [BH4-], CCO, O=C(O)CCC(=O)c1ccc(-c2ccc(Cl)cc2)cc1, [Na+]. Yields the product O=C(O)CCC(O)c1ccc(-c2ccc(Cl)cc2)cc1. Reaction SMILES: [BH4-:1].[CH3:23][CH2:24][OH:25].[Cl:3][c:4]1[cH:5][cH:6][c:7](-[c:10]2[cH:11][cH:12][c:13]([C:16]([CH2:17][CH2:18][C:19](=[O:20])[OH:21])=[O:22])[cH:14][cH:15]2)[cH:8][cH:9]1.[Na+:2]>>[Cl:3][c:4]1[cH:5][cH:6][c:7](-[c:10]2[cH:11][cH:12][c:13]([CH:16]([CH2:17][CH2:18][C:19](=[O:20])[OH:21])[OH:22])[cH:14][cH:15]2)[cH:8][cH:9]1.